Dataset: the Open Reaction Database (ORD), a public repository of structured organic reaction records. Task: describe an organic reaction: reactants, conditions, products, and yield Starting materials: C(C1CCCO1)N (tetrahydrofurfurylamine), Cl (hydrochloric acid), S(=O)(Cl)Cl (thionyl chloride). Yields the product N-alkenyl-2-aminomethyl-pyrrolidine, Cl.ClC(CN)CCCCl (2,5 dichloropentylamine hydrochloride). RXN SMILES: [CH2:1]([NH2:7])[CH:2]1O[CH2:5][CH2:4][CH2:3]1.[ClH:8].S(Cl)([Cl:11])=O>>[ClH:11].[Cl:8][CH:2]([CH2:3][CH2:4][CH2:5][Cl:11])[CH2:1][NH2:7] |f:3.4|. Procedure details: An N-alkenyl-2-aminomethyl-pyrrolidine is prepared by firstly reacting tetrahydrofurfurylamine with gaseous hydrochloric acid and thionyl chloride to produce 2,5 dichloropentylamine hydrochloride. This is acetylized, possibly by acetyl chloride in dichloroethane in the presence of triethylamine, into N-acetyl-2,5-dichloropentylamine which is condensed with an alkenylamine into an N-alkenyl-2-acetylaminomethyl pyrrolidine from which the acetyl group is separated, for example by boiling with conce... Reactants: O=C(CBr)c1ccc(Cl)cc1, O=C([O-])[O-], CC(C)=O, [K+], [K+], O, Oc1ccccc1. Product: O=C(COc1ccccc1)c1ccc(Cl)cc1. RXN SMILES: [Br:1][CH2:2][C:3](=[O:4])[c:5]1[cH:6][cH:7][c:8]([Cl:11])[cH:9][cH:10]1.[C:19](=[O:20])([O-:21])[O-:22].[CH3:25][C:26](=[O:27])[CH3:28].[K+:23].[K+:24].[OH2:29].[OH:12][c:13]1[cH:14][cH:15][cH:16][cH:17][cH:18]1>>[CH2:2]([C:3](=[O:4])[c:5]1[cH:6][cH:7][c:8]([Cl:11])[cH:9][cH:10]1)[O:12][c:13]1[cH:14][cH:15][cH:16][cH:17][cH:18]1.